Dataset: the Open Reaction Database (ORD), a public repository of structured organic reaction records. Task: describe an organic reaction: reactants, conditions, products, and yield Starting materials: C(C1=CC=CC=C1)OC([C@@H](NCC1=CC=C(C=C1)C1=C(C=CC=C1)C#N)C(C)C)=O (N-[(2'-cyanobiphenyl-4-yl)methyl]-(L)-valine benzyl ester), CCN(C(C)C)C(C)C (Hunig base), C(CCCC)(=O)Cl (valeryl chloride). Solvent: C(Cl)Cl (methylene chloride). The product is C(C1=CC=CC=C1)OC([C@@H](N(C(CCCC)=O)CC1=CC=C(C=C1)C1=C(C=CC=C1)C#N)C(C)C)=O (N-[(2'-Cyanobiphenyl-4-yl)methyl]-N-valeryl-(L)-valine benzyl ester). Reaction SMILES: [CH2:1]([O:8][C:9](=[O:30])[C@H:10]([CH:27]([CH3:29])[CH3:28])[NH:11][CH2:12][C:13]1[CH:18]=[CH:17][C:16]([C:19]2[CH:24]=[CH:23][CH:22]=[CH:21][C:20]=2[C:25]#[N:26])=[CH:15][CH:14]=1)[C:2]1[CH:7]=[CH:6][CH:5]=[CH:4][CH:3]=1.CCN(C(C)C)C(C)C.[C:40](Cl)(=[O:45])[CH2:41][CH2:42][CH2:43][CH3:44]>C(Cl)Cl>[CH2:1]([O:8][C:9](=[O:30])[C@H:10]([CH:27]([CH3:28])[CH3:29])[N:11]([CH2:12][C:13]1[CH:14]=[CH:15][C:16]([C:19]2[CH:24]=[CH:23][CH:22]=[CH:21][C:20]=2[C:25]#[N:26])=[CH:17][CH:18]=1)[C:40](=[O:45])[CH2:41][CH2:42][CH2:43][CH3:44])[C:2]1[CH:7]=[CH:6][CH:5]=[CH:4][CH:3]=1. Reported procedure: 6.2 g (15.5 mmol) of N-[(2'-cyanobiphenyl-4-yl)methyl]-(L)-valine benzyl ester and 8.0 ml of Hunig base, dissolved in 50 ml of methylene chloride, are treated with 2.3 ml of valeryl chloride with stirring and further processed analogously to Example 29b. The title compound is thus obtained as a yellow oil which is further used in crude form (Rf 0.51, toluene-methanol 19:1) Starting materials: C(C)(C)C1=C(C#N)C(=CC(=C1)N1CCOCC1)OC (2-isopropyl-6-methoxy-4-morpholin-4-yl-benzonitrile), S(O)(O)(=O)=O (sulfuric acid), N (ammonia). Product: C(C)(C)C1=C(C(=O)N)C(=CC(=C1)N1CCOCC1)OC (2-isopropyl-6-methoxy-4-morpholin-4-yl-benzamide). The yield is 86.0%. RXN SMILES: [CH:1]([C:4]1[CH:11]=[C:10]([N:12]2[CH2:17][CH2:16][O:15][CH2:14][CH2:13]2)[CH:9]=[C:8]([O:18][CH3:19])[C:5]=1[C:6]#[N:7])([CH3:3])[CH3:2].N.S(=O)(=O)(O)[OH:22]>>[CH:1]([C:4]1[CH:11]=[C:10]([N:12]2[CH2:17][CH2:16][O:15][CH2:14][CH2:13]2)[CH:9]=[C:8]([O:18][CH3:19])[C:5]=1[C:6]([NH2:7])=[O:22])([CH3:3])[CH3:2]. Reported procedure: A solution of 2-isopropyl-6-methoxy-4-morpholin-4-yl-benzonitrile (0.37 g, 1.42 mmol) in sulfuric acid (20 ml) is heated at 100° C. for 3 h. After completion of the reaction (monitored by TLC), the mixture is poured onto ice water. The aqueous layer is basified with aqueous ammonia to pH 10 and extracted with ethyl acetate (3×20 ml). The combined organic layers are washed with water (10 ml), dried over sodium sulfate and concentrated in vacuo yielding 2-isopropyl-6-methoxy-4-morpholin-4-yl-benza... Reactants: C1CCOC1, Cc1ccnc2c1NC(=O)c1cc(CCO)cnc1N2C1CC1, CC(C)OC(=O)N=NC(=O)OC(C)C, Oc1ccnc2ccccc12, c1ccc(P(c2ccccc2)c2ccccc2)cc1. Product: Cc1ccnc2c1NC(=O)c1cc(CCOc3ccnc4ccccc34)cnc1N2C1CC1. RXN SMILES: [CH2:68]1[O:69][CH2:70][CH2:71][CH2:72]1.[CH:15]1([N:18]2[c:19]3[c:20]([c:33]([CH3:37])[cH:34][cH:35][n:36]3)[NH:21][C:22](=[O:32])[c:23]3[c:24]2[n:25][cH:26][c:27]([CH2:29][CH2:30][OH:31])[cH:28]3)[CH2:16][CH2:17]1.[O:1]=[C:2]([O:3][CH:4]([CH3:5])[CH3:6])[N:7]=[N:8][C:9]([O:10][CH:11]([CH3:12])[CH3:13])=[O:14].[OH:38][c:39]1[cH:40][cH:41][n:42][c:43]2[cH:44][cH:45][cH:46][cH:47][c:48]12.[c:49]1([P:50]([c:51]2[cH:52][cH:53][cH:54][cH:55][cH:56]2)[c:57]2[cH:58][cH:59][cH:60][cH:61][cH:62]2)[cH:63][cH:64][cH:65][cH:66][cH:67]1>>[CH:15]1([N:18]2[c:19]3[c:20]([c:33]([CH3:37])[cH:34][cH:35][n:36]3)[NH:21][C:22](=[O:32])[c:23]3[c:24]2[n:25][cH:26][c:27]([CH2:29][CH2:30][O:31][c:39]2[cH:40][cH:41][n:42][c:43]4[cH:44][cH:45][cH:46][cH:47][c:48]24)[cH:28]3)[CH2:16][CH2:17]1. Reaction SMILES: [CH3:1][C:2]1[CH:7]=[C:6]([F:8])[CH:5]=[CH:4][C:3]=1[N:9]1[C:21]2[C:20]3[CH:19]=[CH:18][CH:17]=[C:16]([O:22][C:23]([F:26])([F:25])[F:24])[C:15]=3[N:14]=[C:13](Cl)[C:12]=2[CH2:11][CH2:10]1.[NH2:28][CH2:29][CH2:30][CH2:31][OH:32]>>[CH3:1][C:2]1[CH:7]=[C:6]([F:8])[CH:5]=[CH:4][C:3]=1[N:9]1[C:21]2[C:20]3[CH:19]=[CH:18][CH:17]=[C:16]([O:22][C:23]([F:26])([F:25])[F:24])[C:15]=3[N:14]=[C:13]([NH:28][CH2:29][CH2:30][CH2:31][OH:32])[C:12]=2[CH2:11][CH2:10]1. Product: CC1=C(C=CC(=C1)F)N1CCC=2C(=NC=3C(=CC=CC3C21)OC(F)(F)F)NCCCO (1-(2-methyl-4-fluorophenyl)-4-[(3-hydroxypropyl)amino]-6-trifluoromethoxy-2,3-dihydropyrrolo[3,2-c]quinoline). Starting materials: CC1=C(C=CC(=C1)F)N1CCC=2C(=NC=3C(=CC=CC3C21)OC(F)(F)F)Cl (1-(2-Methyl-4-fluorophenyl)-4-chloro-6-trifluoromethoxy-2,3-dihydropyrrolo[3,2-c]quinoline), NCCCO (3-amino-1-propanol). Procedure: 1-(2-Methyl-4-fluorophenyl)-4-chloro-6-trifluoromethoxy-2,3-dihydropyrrolo[3,2-c]quinoline(500 mg, 1.3 mmol) was dissolved in 3-amino-1-propanol(10 ml) in the pressure tube, then reacted at the same condition of Step 3 in the Example 16 to obtain 485 mg of desired compound as solid in 95% of yield. The reactants are CC(C)(C)C=1C=C(C(=O)OC)C=C(C1OCOCCOC)C(C)(C)C (3,5-bis(1,1-dimethylethyl)-4-[(2-methoxyethoxy)methoxy]benzoic acid, methyl ester), ice water, Cl (HCl), C(=N)(N)NN.Cl (aminoguanidine hydrochloride), C[O-].[Na+] (sodium methoxide). Solvent: CO (methanol), CO (methanol). Yields the product CC(C)(C)C=1C=C(C=C(C1OCOCCOC)C(C)(C)C)C1=NC(=NN1)N (5-[3,5-Bis(1,1-dimethylethyl)-4-[(2-methoxyethoxy)methoxy]phenyl]-1H-1,2,4-triazole-3-amine). As a reaction SMILES: [C:1]([NH:4][NH2:5])([NH2:3])=[NH:2].Cl.C[O-].[Na+].[CH3:10][C:11]([C:14]1[CH:15]=[C:16]([CH:21]=[C:22]([C:31]([CH3:34])([CH3:33])[CH3:32])[C:23]=1[O:24][CH2:25][O:26][CH2:27][CH2:28][O:29][CH3:30])[C:17](OC)=O)([CH3:13])[CH3:12].Cl>CO>[CH3:13][C:11]([C:14]1[CH:15]=[C:16]([C:17]2[NH:5][N:4]=[C:1]([NH2:3])[N:2]=2)[CH:21]=[C:22]([C:31]([CH3:34])([CH3:33])[CH3:32])[C:23]=1[O:24][CH2:25][O:26][CH2:27][CH2:28][O:29][CH3:30])([CH3:10])[CH3:12] |f:0.1,2.3|. Reported procedure: A 0° C. slurry of 7.00 g (63.32 mmol) of aminoguanidine hydrochloride in 30 ml of methanol is treated with 3.42 g (63.31 mmol) of sodium methoxide. The mixture is treated dropwise with 5.60 g (15.89 mmol) of 3,5-bis(1,1-dimethylethyl)-4-[(2-methoxyethoxy)methoxy]benzoic acid, methyl ester in 20 ml of methanol over 30 minutes under a nitrogen atmosphere. The reaction is warmed at reflux for 40 hours and poured onto 400 ml of ice water. The aqueous mixture is neutralized to pH 7 using 3N HCl. The ... Reactants: Cc1cc(C)c(CNC(=O)c2cc(C3=CCN(C4CCNCC4)CC3)nc3c2cnn3C(C)C)c(=O)[nH]1, CO, C=CS(C)(=O)=O. The product is Cc1cc(C)c(CNC(=O)c2cc(C3=CCN(C4CCN(CCS(C)(=O)=O)CC4)CC3)nc3c2cnn3C(C)C)c(=O)[nH]1. As a reaction SMILES: [CH3:1][c:2]1[c:3]([CH2:10][NH:11][C:12](=[O:13])[c:14]2[c:15]3[c:16]([n:17][c:18]([C:20]4=[CH:25][CH2:24][N:23]([CH:26]5[CH2:27][CH2:28][NH:29][CH2:30][CH2:31]5)[CH2:22][CH2:21]4)[cH:19]2)[n:32]([CH:35]([CH3:36])[CH3:37])[n:33][cH:34]3)[c:4](=[O:9])[nH:5][c:6]([CH3:8])[cH:7]1.[CH3:44][OH:45].[CH:38](=[CH2:39])[S:40](=[O:41])(=[O:42])[CH3:43]>>[CH3:1][c:2]1[c:3]([CH2:10][NH:11][C:12](=[O:13])[c:14]2[c:15]3[c:16]([n:17][c:18]([C:20]4=[CH:25][CH2:24][N:23]([CH:26]5[CH2:27][CH2:28][N:29]([CH2:39][CH2:38][S:40](=[O:41])(=[O:42])[CH3:43])[CH2:30][CH2:31]5)[CH2:22][CH2:21]4)[cH:19]2)[n:32]([CH:35]([CH3:36])[CH3:37])[n:33][cH:34]3)[c:4](=[O:9])[nH:5][c:6]([CH3:8])[cH:7]1. Reactants: C(C)(C)C=1C=C(C=O)C=C(C1O)C(C)C (3,5-diisopropyl-4-hydroxybenzaldehyde), S(=O)(=O)(CC#N)CC#N (sulphonyl diacetonitrile). The reagents and catalysts are N1CCCCC1 (piperidine). The solvent is C(C)O (ethanol). Product: C(#N)CS(=O)(=O)\C(\C#N)=C\C1=CC(=C(C(=C1)C(C)C)O)C(C)C ((E)-2--Cyanomethylsulfonyl-3-(3,5-diisopropyl-4-hydroxyphenyl)acrylonitrile), C(#N)/C(=C\C1=CC(=C(C(=C1)C(C)C)O)C(C)C)/S(=O)(=O)\C(\C#N)=C\C1=CC(=C(C(=C1)C(C)C)O)C(C)C ((E,E)-2-[[1--Cyano-2-(3,5-diisopropyl-4-hydroxyphenyl)ethenyl]sulfonyl]-3-(3,5-diisopropyl-4-hydroxyphenyl)acrylonitrile). As a reaction SMILES: [CH:1]([C:4]1[CH:5]=[C:6]([CH:9]=[C:10]([CH:13]([CH3:15])[CH3:14])[C:11]=1[OH:12])[CH:7]=O)([CH3:3])[CH3:2].[S:16]([CH2:22][C:23]#[N:24])([CH2:19][C:20]#[N:21])(=[O:18])=[O:17]>C(O)C.N1CCCCC1>[C:20]([CH2:19][S:16](/[C:22](=[CH:7]/[C:6]1[CH:5]=[C:4]([CH:1]([CH3:3])[CH3:2])[C:11]([OH:12])=[C:10]([CH:13]([CH3:15])[CH3:14])[CH:9]=1)/[C:23]#[N:24])(=[O:18])=[O:17])#[N:21].[C:20](/[C:19](/[S:16](/[C:22](=[CH:7]/[C:6]1[CH:5]=[C:4]([CH:1]([CH3:3])[CH3:2])[C:11]([OH:12])=[C:10]([CH:13]([CH3:15])[CH3:14])[CH:9]=1)/[C:23]#[N:24])(=[O:18])=[O:17])=[CH:7]\[C:6]1[CH:5]=[C:4]([CH:1]([CH3:3])[CH3:2])[C:11]([OH:12])=[C:10]([CH:13]([CH3:15])[CH3:14])[CH:9]=1)#[N:21]. Procedure: A mixture of 500 mg of 3,5-diisopropyl-4-hydroxybenzaldehyde and 700 mg of sulphonyl diacetonitrile in 6 ml of ethanol was refluxed with a few drops of piperidine for 4 hours. Ethanol was removed in a rotavap and the mixture worked up with ethyl acetate, diluted acid and brine. A portion of the crude was then purified by HPLC on a C-18 column to provide 50 mg of the titled compound along with 30 mg of (E,E)-2-[[1--Cyano-2-(3,5-diisopropyl-4-hydroxyphenyl)ethenyl]sulfonyl]-3-(3,5-diisopropyl-4-hy...